This data is from the Open Reaction Database (ORD), a public repository of structured organic reaction records. The task is: describe an organic reaction: reactants, conditions, products, and yield The reactants are N1=CC=CC2=C1NC1=C(CC2=O)C=NC=C1 (6,11-dihydro-5H-dipyrido[2,3-b:3′,4′-f]azepin-5-one), COC(N(C)C)OC (1,1-dimethoxy-N,N-dimethylmethanamine). Solvent: C1CCOC1 (THF). Product: CN(C)C=C1C(C2=C(NC3=C1C=NC=C3)N=CC=C2)=O (6-[(Dimethylamino)methylene]-6,11-dihydro-5H-dipyrido[2,3-b: 3′,4′-f]azepin-5-one). As a reaction SMILES: [N:1]1[C:6]2[NH:7][C:8]3[CH:16]=[CH:15][N:14]=[CH:13][C:9]=3[CH2:10][C:11](=[O:12])[C:5]=2[CH:4]=[CH:3][CH:2]=1.CO[CH:19](OC)[N:20]([CH3:22])[CH3:21]>C1COCC1>[CH3:19][N:20]([CH:22]=[C:10]1[C:9]2[CH:13]=[N:14][CH:15]=[CH:16][C:8]=2[NH:7][C:6]2[N:1]=[CH:2][CH:3]=[CH:4][C:5]=2[C:11]1=[O:12])[CH3:21]. Procedure: A solution of 6,11-dihydro-5H-dipyrido[2,3-b:3′,4′-f]azepin-5-one (0.440 g, 2.08 mmol, Intermediate D-6) and 1,1-dimethoxy-N,N-dimethylmethanamine (2.49 mL, 18.7 mmol) in THF (30 mL) was stirred for three days under an atmosphere of nitrogen. The mixture was concentrated in vacuo to give the desired product as an orange solid which was used directly for the next step. LC/MS: 267 (M+H)+. The reactants are FC1=C(N)C=CC(=C1)C(C(C(C(F)(F)F)(F)F)(F)F)(F)F (2-Fluoro-4-(1,1,2,2,3,3,4,4,4-nonafluorobutyl) aniline), ClC1=CC(=NC=C1C(=O)OCC)Cl (ethyl 4,6-dichloronicotinate), Cl (HCl). Run in CCO (EtOH). Yields the product ClC1=NC=C(C(=O)OCC)C(=C1)NC1=C(C=C(C=C1)C(C(C(C(F)(F)F)(F)F)(F)F)(F)F)F (ethyl 6-chloro-4-[2-fluoro-4-(1,1,2,2,3,3,4,4,4-nonafluorobutyl)anilino]nicotinate). Yield: 30.0%. Reaction SMILES: [F:1][C:2]1[CH:8]=[C:7]([C:9]([F:21])([F:20])[C:10]([F:19])([F:18])[C:11]([F:17])([F:16])[C:12]([F:15])([F:14])[F:13])[CH:6]=[CH:5][C:3]=1[NH2:4].Cl[C:23]1[C:28]([C:29]([O:31][CH2:32][CH3:33])=[O:30])=[CH:27][N:26]=[C:25]([Cl:34])[CH:24]=1.Cl>CCO>[Cl:34][C:25]1[CH:24]=[C:23]([NH:4][C:3]2[CH:5]=[CH:6][C:7]([C:9]([F:20])([F:21])[C:10]([F:18])([F:19])[C:11]([F:16])([F:17])[C:12]([F:14])([F:15])[F:13])=[CH:8][C:2]=2[F:1])[C:28]([C:29]([O:31][CH2:32][CH3:33])=[O:30])=[CH:27][N:26]=1. Reported procedure: 2-Fluoro-4-(1,1,2,2,3,3,4,4,4-nonafluorobutyl) aniline and ethyl 4,6-dichloronicotinate were reacted in a mixture of EtOH and conc. HCl for 36 h as for example 33, step A. The resultant solid was purified by flash chromatography on silica gel (Hexane—10% EtOAc/Hexane gradient elution) to give ethyl 6-chloro-4-[2-fluoro-4-(1,1,2,2,3,3,4,4,4-nonafluorobutyl)anilino]nicotinate (30%). 1H NMR [400 MHz, CDCl3] δ 10.11 (br s, 1H), 8.86 (s, 1H), 7.57 (t, J=8.0 Hz, 1H), 7.46 (d, J=9.7 Hz, 2H), 6.98 (d, J... Reactants: COC(=O)NC1=CC(=C(C=C1)NC(CBr)=O)[N+](=O)[O-] (N-(4-methoxycarbonylamino-2-nitrophenyl)-2-bromoacetamide), CNC (dimethylamine). Solvent: C(C)O (ethanol), C(C)O (ethanol). The product is COC(=O)NC1=CC(=C(C=C1)NC(CN(C)C)=O)[N+](=O)[O-] (N-(4-methoxycarbonylamino-2-nitrophenyl)-2-dimethylaminoacetamide). Reaction SMILES: [CH3:1][O:2][C:3]([NH:5][C:6]1[CH:11]=[CH:10][C:9]([NH:12][C:13](=[O:16])[CH2:14]Br)=[C:8]([N+:17]([O-:19])=[O:18])[CH:7]=1)=[O:4].[CH3:20][NH:21][CH3:22]>C(O)C>[CH3:1][O:2][C:3]([NH:5][C:6]1[CH:11]=[CH:10][C:9]([NH:12][C:13](=[O:16])[CH2:14][N:21]([CH3:22])[CH3:20])=[C:8]([N+:17]([O-:19])=[O:18])[CH:7]=1)=[O:4]. Reported procedure: N-(4-methoxycarbonylamino-2-nitrophenyl)-2-bromoacetamide (25 g) in ethanol (250 ml) was treated with a solution of dimethylamine in ethanol (35.5 g of a 30% w/w solution) and the mixture refluxed for one hour. The ethanol was evaporated and the residual solid shaken with water and filtered to give N-(4-methoxycarbonylamino-2-nitrophenyl)-2-dimethylaminoacetamide (21.1 g), m.p. 186°-189° C. Reaction conditions: time 0.5 hour. Solvent: C1CCOC1 (THF), C1CCOC1 (THF). Reaction SMILES: [CH2:1]([Li])[CH2:2][CH2:3][CH3:4].C(NC(C)C)(C)C.[C:13]([CH:15]1[CH2:20][CH2:19][N:18]([C:21]([O:23][C:24]([CH3:27])([CH3:26])[CH3:25])=[O:22])[CH2:17][CH2:16]1)#[N:14].C1(CBr)CC1>C1COCC1>[C:13]([C:15]1([CH2:1][CH:2]2[CH2:4][CH2:3]2)[CH2:20][CH2:19][N:18]([C:21]([O:23][C:24]([CH3:27])([CH3:26])[CH3:25])=[O:22])[CH2:17][CH2:16]1)#[N:14]. Reactants: C(#N)C1CCN(CC1)C(=O)OC(C)(C)C (tert-butyl 4-cyanopiperidine-1-carboxylate), C(CCC)[Li] (n-Butyllithium), hexanes, C(C)(C)NC(C)C (diisopropylamine), C1(CC1)CBr (cyclopropylmethyl bromide). Procedure details: n-Butyllithium in hexanes (1.6M, 11.2 mL, 17.9 mmol) was added dropwise to diisopropylamine (2.5 mL, 17.8 mmol) in THF (20 mL) cooled in an ice bath. After stirring for 0.5 h, the solution was cooled in a dry-ice bath and a solution of tert-butyl 4-cyanopiperidine-1-carboxylate (I-1) (2.50 g, 11.9 mmol) in THF (20 mL) was added dropwise. The solution was stirred in a dry-ice bath for 1 h then cyclopropylmethyl bromide (1.27 mL, 13.1 mmol) was added. The reaction mixture was allowed to warm to ro... The product is ethyl acetate-hexanes, C(#N)C1(CCN(CC1)C(=O)OC(C)(C)C)CC1CC1 (tert-butyl 4-cyano-4-cyclopropylmethylpiperidine-1-carboxylate). The yield is 5.0%. The reactants are CC(C)O, CCN(C(C)C)C(C)C, Clc1cc2ncnn2c(Cl)n1, O=C(O)C(F)(F)F, N#Cc1ccc(NCCN)nc1, O. Product: N#Cc1ccc(NCCNc2nc(Cl)cc3ncnn23)nc1. As a reaction SMILES: [CH3:41][CH:42]([OH:43])[CH3:44].[CH:31]([N:32]([CH2:33][CH3:34])[CH:35]([CH3:36])[CH3:37])([CH3:38])[CH3:39].[Cl:1][c:2]1[n:3][c:4]([Cl:11])[cH:5][c:6]2[n:7]1[n:8][cH:9][n:10]2.[F:12][C:13]([F:14])([F:15])[C:16]([OH:17])=[O:18].[NH2:19][CH2:20][CH2:21][NH:22][c:23]1[n:24][cH:25][c:26]([C:27]#[N:28])[cH:29][cH:30]1.[OH2:40]>>[c:2]1([NH:19][CH2:20][CH2:21][NH:22][c:23]2[n:24][cH:25][c:26]([C:27]#[N:28])[cH:29][cH:30]2)[n:3][c:4]([Cl:11])[cH:5][c:6]2[n:7]1[n:8][cH:9][n:10]2. Starting materials: O=C([O-])O, Fc1ccc(-n2ncc3c2C2CC3CN(Cc3ccccc3)C2)cc1, CO, CCOCC, CCOC(C)=O, O=CO, Cl, [Na+]. The product is Fc1ccc(-n2ncc3c2C2CNCC3C2)cc1. RXN SMILES: [C:30](=[O:31])([OH:32])[O-:33].[CH2:5]([c:6]1[cH:7][cH:8][cH:9][cH:10][cH:11]1)[N:12]1[CH2:13][CH:14]2[c:15]3[cH:16][n:17][n:18](-[c:23]4[cH:24][cH:25][c:26]([F:29])[cH:27][cH:28]4)[c:19]3[CH:20]([CH2:21]1)[CH2:22]2.[CH3:35][OH:36].[CH3:37][CH2:38][O:39][CH2:40][CH3:41].[CH3:42][CH2:43][O:44][C:45](=[O:46])[CH3:47].[CH:2]([OH:3])=[O:4].[ClH:1].[Na+:34]>>[NH:12]1[CH2:13][CH:14]2[c:15]3[cH:16][n:17][n:18](-[c:23]4[cH:24][cH:25][c:26]([F:29])[cH:27][cH:28]4)[c:19]3[CH:20]([CH2:21]1)[CH2:22]2.